Dataset: the Open Reaction Database (ORD), a public repository of structured organic reaction records. Task: describe an organic reaction: reactants, conditions, products, and yield Starting materials: NC=1SC2=C(N1)C=CC(=C2)C2=NN=C(O2)NS(=O)(=O)C2=CC=C(C=C2)F (N-(5-(2-aminobenzo[d]thiazol-6-yl)-1,3,4-oxadiazol-2-yl)-4-fluorobenzenesulfonamide), CC(=O)OC(=O)C (Ac2O). Reagents/catalysts: CN(C)C=1C=CN=CC1 (DMAP). The solvent is N1=CC=CC=C1 (pyridine). Run at time 4 hour. Yields the product FC1=CC=C(C=C1)S(=O)(=O)NC1=NN=C(O1)C1=CC2=C(N=C(S2)NC(C)=O)C=C1 (N-(6-(5-(4-Fluorophenylsulfonamido)-1,3,4-oxadiazol-2-yl)benzo[d]thiazol-2-yl)acetamide). RXN SMILES: [NH2:1][C:2]1[S:3][C:4]2[CH:10]=[C:9]([C:11]3[O:15][C:14]([NH:16][S:17]([C:20]4[CH:25]=[CH:24][C:23]([F:26])=[CH:22][CH:21]=4)(=[O:19])=[O:18])=[N:13][N:12]=3)[CH:8]=[CH:7][C:5]=2[N:6]=1.[CH3:27][C:28](OC(C)=O)=[O:29]>CN(C1C=CN=CC=1)C.N1C=CC=CC=1>[F:26][C:23]1[CH:22]=[CH:21][C:20]([S:17]([NH:16][C:14]2[O:15][C:11]([C:9]3[CH:8]=[CH:7][C:5]4[N:6]=[C:2]([NH:1][C:28](=[O:29])[CH3:27])[S:3][C:4]=4[CH:10]=3)=[N:12][N:13]=2)(=[O:18])=[O:19])=[CH:25][CH:24]=1. Procedure: A mixture of N-(5-(2-aminobenzo[d]thiazol-6-yl)-1,3,4-oxadiazol-2-yl)-4-fluorobenzenesulfonamide, pyridine, Ac2O, and DMAP, was stirred at rt for 4 h. The product was isolated following standard procedures. MS (ESI pos. ion) m/z: calk's for C17H12FN5O4S2: 433.0. found: 434.0 (MH+). The product is Nc1ncc(-c2cnn(C3CCNCC3)c2)c2cc(C3CCNCC3)oc12. RXN SMILES: [CH3:28][OH:29].[NH:1]1[CH2:2][CH2:3][CH:4]([n:7]2[n:8][cH:9][c:10](-[c:12]3[c:13]4[c:14]([c:15]([NH2:18])[n:16][cH:17]3)[o:19][c:20]([C:22]3=[CH:27][CH2:26][NH:25][CH2:24][CH2:23]3)[cH:21]4)[cH:11]2)[CH2:5][CH2:6]1>>[NH:1]1[CH2:2][CH2:3][CH:4]([n:7]2[n:8][cH:9][c:10](-[c:12]3[c:13]4[c:14]([c:15]([NH2:18])[n:16][cH:17]3)[o:19][c:20]([CH:22]3[CH2:23][CH2:24][NH:25][CH2:26][CH2:27]3)[cH:21]4)[cH:11]2)[CH2:5][CH2:6]1. Reactants: CO, Nc1ncc(-c2cnn(C3CCNCC3)c2)c2cc(C3=CCNCC3)oc12. Starting materials: BrC1C(N(CC1)C)=O (3-Bromo-1-methyl-pyrrolidin-2-one), BrC1C(N(CC1)C)=O (3-Bromo-1-methyl-pyrrolidin-2-one), OC=1C=C(C(=O)OC)C=C(C1)OCC1=CC=CC=C1 (Methyl 3-hydroxy-5-(benzyloxy)benzoate), N#N (N2), C([O-])([O-])=O.[K+].[K+] (Potassium carbonate). Solvent: CO (methanol), C(Cl)(Cl)Cl (chloroform), CN(C)C=O (DMF). Run at time 15 minute. Yields the product C(C1=CC=CC=C1)OC=1C=C(C(=O)OC)C=C(C1)OC1C(N(CC1)C)=O (Methyl 3-(benzyloxy)-5-[(1-methyl-2-oxopyrrolidin-3-yl)oxy]benzoate). Reaction SMILES: [OH:1][C:2]1[CH:3]=[C:4]([CH:9]=[C:10]([O:12][CH2:13][C:14]2[CH:19]=[CH:18][CH:17]=[CH:16][CH:15]=2)[CH:11]=1)[C:5]([O:7][CH3:8])=[O:6].N#N.C(=O)([O-])[O-].[K+].[K+].Br[CH:29]1[CH2:33][CH2:32][N:31]([CH3:34])[C:30]1=[O:35]>CN(C=O)C.C(Cl)(Cl)Cl.CO>[CH2:13]([O:12][C:10]1[CH:9]=[C:4]([CH:3]=[C:2]([O:1][CH:29]2[CH2:33][CH2:32][N:31]([CH3:34])[C:30]2=[O:35])[CH:11]=1)[C:5]([O:7][CH3:8])=[O:6])[C:14]1[CH:19]=[CH:18][CH:17]=[CH:16][CH:15]=1 |f:2.3.4|. Procedure: Methyl 3-hydroxy-5-(benzyloxy)benzoate (4.75 g) (CAS No. 54915-31-0] was dissolved in DMF in single necked round bottomed flask fitted with stop cock with N2(g) balloon. Potassium carbonate (8.4 g) was added and reaction was stirred for 15 min. 3-Bromo-1-methyl-pyrrolidine-2-one (4.91 g) (Intermediate 5) [J. Med. Chem., 1987, 30, 1995-98] was added to reaction mixture in three different portions at room temperature. The reaction was stirred at ambient temperature for 16 h and monitored by TLC us... Starting materials: N(=O)[O-].[Na+] (sodium nitrite), diazonium, O(C(=S)[S-])CC.[K+] (potassium ethyl xanthate), C1(=CC(=CC=C1)N)C1=CC=CC=C1 (biphenyl-3-amine), Cl (hydrochloric acid). Solvent: O (water), O (water), O (water). Run at time 15 minute. The product is C(OCC)(=S)SC=1C=C(C=CC1)C1=CC=CC=C1 (S-Biphenyl-3-yl O-ethyl carbonodithioate). RXN SMILES: [C:1]1([C:8]2[CH:13]=[CH:12][CH:11]=[CH:10][CH:9]=2)[CH:6]=[CH:5][CH:4]=[C:3](N)[CH:2]=1.Cl.N([O-])=O.[Na+].[O:19]([CH2:23][CH3:24])[C:20]([S-:22])=[S:21].[K+]>O>[C:20]([S:22][C:3]1[CH:2]=[C:1]([C:8]2[CH:13]=[CH:12][CH:11]=[CH:10][CH:9]=2)[CH:6]=[CH:5][CH:4]=1)(=[S:21])[O:19][CH2:23][CH3:24] |f:2.3,4.5|. Procedure: To a solution of 1 equiv. of biphenyl-3-amine (1 g, 5.92 mmol) in water (7.3 mL) at 0° C. was added concentrated hydrochloric acid (1 mL). A cold solution of 1.1 equiv. of sodium nitrite (450 mg, 6.5 mmol) in water (3 mL) was added slowly and stirred for 15 min. The cold diazonium solution was added slowly to a solution of 1.3 equiv. of potassium ethyl xanthate (1.16 g, 1.3 mmol) in water (1.3 mL) at 45° C. The reaction mixture was stirred for an additional 30 min at 45° C. and then cooled to RT... The reactants are CCO, COc1cc2[nH]nc(C(=O)NN)c2cc1OC, CN(C)C=O, O=C([O-])CC(CC(=O)[O-])c1ccc([N+](=O)[O-])o1, O=S(=O)(O)O. Reaction SMILES: [CH3:23][CH2:24][OH:25].[CH3:26][O:27][c:28]1[cH:29][c:30]2[c:31]([C:39](=[O:40])[NH:41][NH2:42])[n:32][nH:33][c:34]2[cH:35][c:36]1[O:37][CH3:38].[CH3:43][N:44]([CH3:45])[CH:46]=[O:47].[N+:6](=[O:7])([O-:8])[c:9]1[cH:10][cH:11][c:12]([CH:13]([CH2:14][C:15]([O-:16])=[O:17])[CH2:18][C:19]([O-:20])=[O:21])[o:22]1.[S:1](=[O:2])(=[O:3])([OH:4])[OH:5]>>[N+:6](=[O:7])([O-:8])[c:9]1[cH:10][cH:11][c:12]([CH:13]=[N:42][NH:41][C:39]([c:31]2[c:30]3[cH:29][c:28]([O:27][CH3:26])[c:36]([O:37][CH3:38])[cH:35][c:34]3[nH:33][n:32]2)=[O:40])[o:22]1. Product: COc1cc2[nH]nc(C(=O)NN=Cc3ccc([N+](=O)[O-])o3)c2cc1OC. Starting materials: N1=CC=CC=C1 (Pyridine), C(CC)(=O)Cl (propanoyl chloride), CC1(OC(=O)CC(=O)O1)C (Meldrum's acid). The solvent is C(Cl)Cl (CH2Cl2), C(Cl)Cl (CH2Cl2). Reaction conditions: temperature 0 celsius, time 1 hour. Product: OC(CC)=C1C(OC(OC1=O)(C)C)=O (5-(1-hydroxypropylidene)-2,2-dimethyl-1,3-dioxane-4,6-dione). Reaction SMILES: [CH3:1][C:2]1([CH3:10])[O:9][C:7](=[O:8])[CH2:6][C:4](=[O:5])[O:3]1.N1C=CC=CC=1.[C:17](Cl)(=[O:20])[CH2:18][CH3:19]>C(Cl)Cl>[OH:20][C:17](=[C:6]1[C:7](=[O:8])[O:9][C:2]([CH3:10])([CH3:1])[O:3][C:4]1=[O:5])[CH2:18][CH3:19]. Procedure: A solution of Meldrum's acid (10 g, 69.4 mmol) in CH2Cl2 (170 mL) was cooled to 0° C. Pyridine (11.2 ml, 138.8 mmol) and propanoyl chloride (10.1 mL, 76.3 mmol) were added via syringe. The resulting solution was stirred at 0° C. for 1 hour, then warmed to room temperature and stirred for 1 hour. The reaction was diluted with CH2Cl2 and washed with aq HCl (15 mL conc HCl in 200 mL water, 1×) and water (1×). The organic solution was dried over Na2SO4 and concentrated to give a dark red solid. The product is OC(C)C=1C=CC(=NC1)N1CCN(CC1)C(=O)OC(C)(C)C (tert-butyl 4-(5-(1-hydroxyethyl)pyridin-2-yl)piperazine-1-carboxylate). Reactants: CON(C(=O)C=1C=CC(=NC1)N1CCN(CC1)C(=O)OC(C)(C)C)C (tert-Butyl 4-(5-(methoxy(methyl)carbamoyl)pyridin-2-yl)piperazine-1-carboxylate), C[Mg]Br (Methyl magnesium bromide). Run in C1CCOC1 (THF). Procedure: tert-Butyl 4-(5-(methoxy(methyl)carbamoyl)pyridin-2-yl)piperazine-1-carboxylate (1.45 g, 4.1 mmol) was taken into THF (20 mL) and the solution cooled to 0° C. under a nitrogen atmosphere. Methyl magnesium bromide (3.0M in ethyl ether, 3.5 mL) was added in portions and the mixture was allowed to stir 10 minutes followed by addition of another 1.5 mL aliquot then the mixture was warmed to room temperature. The solution was then partitioned with ethyl ether and water and the organic phase washed wi... Run at temperature 0 celsius, time 10 minute. Reaction SMILES: CON(C)[C:4]([C:6]1[CH:7]=[CH:8][C:9]([N:12]2[CH2:17][CH2:16][N:15]([C:18]([O:20][C:21]([CH3:24])([CH3:23])[CH3:22])=[O:19])[CH2:14][CH2:13]2)=[N:10][CH:11]=1)=[O:5].[CH3:26][Mg]Br>C1COCC1>[OH:5][CH:4]([C:6]1[CH:7]=[CH:8][C:9]([N:12]2[CH2:17][CH2:16][N:15]([C:18]([O:20][C:21]([CH3:23])([CH3:24])[CH3:22])=[O:19])[CH2:14][CH2:13]2)=[N:10][CH:11]=1)[CH3:26]. The reactants are [Br-], O=C([O-])[O-], CCCCC(=O)Cl, CCCC[N+](CCCC)(CCCC)CCCC, CC(C)C(NCc1ccc(-c2ccccc2C#N)cc1)C(=O)OCc1ccccc1, ClCCl, Cl, [K+], [K+], O. The product is CCCCC(=O)N(Cc1ccc(-c2ccccc2C#N)cc1)C(C(=O)OCc1ccccc1)C(C)C. Reaction SMILES: [Br-:45].[C:1](=[O:2])([O-:3])[O-:4].[C:38]([CH2:39][CH2:40][CH2:41][CH3:42])(=[O:43])[Cl:44].[CH2:46]([N+:47]([CH2:48][CH2:49][CH2:50][CH3:51])([CH2:52][CH2:53][CH2:54][CH3:55])[CH2:56][CH2:57][CH2:58][CH3:59])[CH2:60][CH2:61][CH3:62].[CH2:8]([c:9]1[cH:10][cH:11][cH:12][cH:13][cH:14]1)[O:15][C:16]([CH:17]([NH:18][CH2:19][c:20]1[cH:21][cH:22][c:23](-[c:26]2[c:27]([C:32]#[N:33])[cH:28][cH:29][cH:30][cH:31]2)[cH:24][cH:25]1)[CH:34]([CH3:35])[CH3:36])=[O:37].[Cl:64][CH2:65][Cl:66].[ClH:7].[K+:5].[K+:6].[OH2:63]>>[CH2:8]([c:9]1[cH:10][cH:11][cH:12][cH:13][cH:14]1)[O:15][C:16]([CH:17]([N:18]([CH2:19][c:20]1[cH:21][cH:22][c:23](-[c:26]2[c:27]([C:32]#[N:33])[cH:28][cH:29][cH:30][cH:31]2)[cH:24][cH:25]1)[C:38]([CH2:39][CH2:40][CH2:41][CH3:42])=[O:43])[CH:34]([CH3:35])[CH3:36])=[O:37]. The reactants are CO, CCOC(=O)c1cc(C)n2nc(-c3ccc(OC)cc3Cl)n(C)c(=O)c12, Cl, [Na+], C1CCOC1, [OH-]. The product is COc1ccc(-c2nn3c(C)cc(C(=O)O)c3c(=O)n2C)c(Cl)c1. RXN SMILES: [CH3:3][OH:4].[Cl:5][c:6]1[c:7](-[c:14]2[n:15][n:16]3[c:17]([c:18](=[O:21])[n:19]2[CH3:20])[c:22]([C:26](=[O:27])[O:28][CH2:29][CH3:30])[cH:23][c:24]3[CH3:25])[cH:8][cH:9][c:10]([O:12][CH3:13])[cH:11]1.[ClH:31].[Na+:2].[O:32]1[CH2:33][CH2:34][CH2:35][CH2:36]1.[OH-:1]>>[Cl:5][c:6]1[c:7](-[c:14]2[n:15][n:16]3[c:17]([c:18](=[O:21])[n:19]2[CH3:20])[c:22]([C:26](=[O:27])[OH:28])[cH:23][c:24]3[CH3:25])[cH:8][cH:9][c:10]([O:12][CH3:13])[cH:11]1. The reactants are [Cl-].[Al+3].[Cl-].[Cl-] (Aluminum chloride), [N+](=O)([O-])C1=CC=CC=C1 (nitrobenzene), C(C1=CC=C(C=C1)OC)(=O)Cl (anisoyl chloride), C1(O)=CC(O)=CC=C1 (resorcinol), ice, Cl (hydrochloric acid). Yields the product OC1=C(C(=O)C2=CC=C(C=C2)OC)C=CC(=C1)O (2,4-Dihydroxy-4'-Methoxy Benzophenone). RXN SMILES: [Cl-].[Al+3].[Cl-].[Cl-].[C:5](Cl)(=[O:14])[C:6]1[CH:11]=[CH:10][C:9]([O:12][CH3:13])=[CH:8][CH:7]=1.[C:16]1([CH:23]=[CH:22][CH:21]=[C:19]([OH:20])[CH:18]=1)[OH:17].[N+](C1C=CC=CC=1)([O-])=O.Cl>>[OH:17][C:16]1[CH:18]=[C:19]([OH:20])[CH:21]=[CH:22][C:23]=1[C:5]([C:6]1[CH:11]=[CH:10][C:9]([O:12][CH3:13])=[CH:8][CH:7]=1)=[O:14] |f:0.1.2.3|. Procedure details: Aluminum chloride (48 gm, 0.36 moles) was added gradually, with stirring to a mixture of 31 grams (0.18 moles) of anisoyl chloride, 19.82 grams (0.18 moles) of resorcinol and 300 ml. of dry nitrobenzene during 60 minutes. Sixty hours later the reaction mixture was poured on 200 grams of ice and 100 ml. of concentrated hydrochloric acid. After removal of the nitrobenzene with steam the residual crystalline solid product was washed with water and collected. The cake was then washed withd cold (-50...